This data is from the Open Reaction Database (ORD), a public repository of structured organic reaction records. The task is: describe an organic reaction: reactants, conditions, products, and yield The reagents and catalysts are [O-2].[O-2].[Mn+4] (manganese dioxide). The product is ClC=1C=C(C=CC1)N1N=C(C(=C1)C=O)C (1-(3-chlorophenyl)-3-methyl-1H-pyrazole-4-carbaldehyde). Yield: 20.9%. Run at time 1 hour. RXN SMILES: [Cl:1][C:2]1[CH:3]=[C:4]([N:8]2[CH:12]=[C:11]([C:13](OC)=[O:14])[C:10]([CH3:17])=[N:9]2)[CH:5]=[CH:6][CH:7]=1.[H-].[Al+3].[Li+].[H-].[H-].[H-]>O1CCCC1.C1(C)C=CC=CC=1.[O-2].[O-2].[Mn+4]>[Cl:1][C:2]1[CH:3]=[C:4]([N:8]2[CH:12]=[C:11]([CH:13]=[O:14])[C:10]([CH3:17])=[N:9]2)[CH:5]=[CH:6][CH:7]=1 |f:1.2.3.4.5.6,9.10.11|. The reactants are [H-].[Al+3].[Li+].[H-].[H-].[H-] (lithium aluminum hydride), ClC=1C=C(C=CC1)N1N=C(C(=C1)C(=O)OC)C (methyl 1-(3-chlorophenyl)-3-methyl-1H-pyrazole-4-carboxylate), ClC=1C=C(C=CC1)N1N=C(C(=C1)C(=O)OC)C (methyl 1-(3-chlorophenyl)-3-methyl-1H-pyrazole-4-carboxylate), ice. Solvent: O1CCCC1 (tetrahydrofuran), C1(=CC=CC=C1)C (toluene), O1CCCC1 (tetrahydrofuran). Procedure: A solution (20 mL) of methyl 1-(3-chlorophenyl)-3-methyl-1H-pyrazole-4-carboxylate (1.9 g) synthesized in the above-mentioned (1) in tetrahydrofuran was added to an ice-cooled solution (80 mL) of lithium aluminum hydride (0.29 g) in tetrahydrofuran. The ice bath was removed, and the reaction mixture was stirred at room temperature for 1 hr. The mixture was ice-cooled again, and water (0.80 mL), 1N aqueous sodium hydroxide solution (4.0 mL) and water (0.80 mL) were successively added dropwise to ... The reactants are OC[C@H]1N(C[C@H](C1)NC(=O)C1=NN(C2=CC=CC=C12)C(C)C)C(=O)OC(C)(C)C (tert-Butyl (2S,4S)-2-(hydroxymethyl)-4-{[(1-isopropyl-1H-indazol-3-yl)carbonyl]amino}pyrrolidine-1-carboxylate), Cl (hydrochloric acid). Run in CO (methanol). Conditions: time 14 hour. Yields the product OC[C@@H]1C[C@@H](CN1)NC(=O)C1=NN(C2=CC=CC=C12)C(C)C (N-[(3S,5S)-5-(Hydroxymethyl)pyrrolidin-3-yl]-1-isopropyl-1H-indazole-3-carboxamide). Yield: 91.4%. As a reaction SMILES: [OH:1][CH2:2][C@@H:3]1[CH2:7][C@H:6]([NH:8][C:9]([C:11]2[C:19]3[C:14](=[CH:15][CH:16]=[CH:17][CH:18]=3)[N:13]([CH:20]([CH3:22])[CH3:21])[N:12]=2)=[O:10])[CH2:5][N:4]1C(OC(C)(C)C)=O.Cl>CO>[OH:1][CH2:2][C@H:3]1[NH:4][CH2:5][C@@H:6]([NH:8][C:9]([C:11]2[C:19]3[C:14](=[CH:15][CH:16]=[CH:17][CH:18]=3)[N:13]([CH:20]([CH3:22])[CH3:21])[N:12]=2)=[O:10])[CH2:7]1. Reported procedure: The mixture of tert-butyl (2S,4S)-2-(hydroxymethyl)-4-{[(1-isopropyl-1H-indazol-3-yl)carbonyl]amino}pyrrolidine-1-carboxylate (115 mg, 0.286 mmol, step 2 of Example 7) and 10% hydrochloric acid in methanol (5 mL) was stirred at room temperature for 14 h and concentrated under reduced pressure. The resulting residue was basified with saturated sodium hydrogencarbonate aqueous solution, extracted with dichloromethane (100 mL). The organic layer was separated, dried over sodium sulfate, and concent... Starting materials: CS(C)=O, Clc1cnc2ccccc2n1, [F-], [K+]. Product: Fc1cnc2ccccc2n1. As a reaction SMILES: [CH3:14][S:15](=[O:16])[CH3:17].[Cl:1][c:2]1[n:3][c:4]2[cH:5][cH:6][cH:7][cH:8][c:9]2[n:10][cH:11]1.[F-:12].[K+:13]>>[c:2]1([F:12])[n:3][c:4]2[cH:5][cH:6][cH:7][cH:8][c:9]2[n:10][cH:11]1. The reactants are C(C=CC)N(C(C(F)(F)F)=O)C=1C(=NC(=CC1)C(F)(F)F)I (N-but-2-enyl-2,2,2-trifluoro-N-(2-iodo-6-trifluoromethyl-pyridin-3-yl)-acetamide), O (H2O). Reagents/catalysts: [N+](CCCC)(CCCC)(CCCC)CCCC.[Cl-] (n-Bu4NCl), CC(=O)[O-].CC(=O)[O-].[Pd+2] (Pd(OAc)2). Run in CN(C)C=O (DMF). Run at temperature 100 celsius, time 1 hour. The product is C(C)C1=CNC=2C1=NC(=CC2)C(F)(F)F (3-ethyl-5-trifluoromethyl-1H-pyrrolo[3,2-b]pyridine). The yield is 86.3%. As a reaction SMILES: [CH2:1]([N:5]([C:12]1[C:13](I)=[N:14][C:15]([C:18]([F:21])([F:20])[F:19])=[CH:16][CH:17]=1)C(=O)C(F)(F)F)[CH:2]=[CH:3][CH3:4].O>CN(C=O)C.[N+](CCCC)(CCCC)(CCCC)CCCC.[Cl-].CC([O-])=O.CC([O-])=O.[Pd+2]>[CH2:3]([C:2]1[C:13]2=[N:14][C:15]([C:18]([F:19])([F:20])[F:21])=[CH:16][CH:17]=[C:12]2[NH:5][CH:1]=1)[CH3:4] |f:3.4,5.6.7|. Reported procedure: A solution of N-but-2-enyl-2,2,2-trifluoro-N-(2-iodo-6-trifluoromethyl-pyridin-3-yl)-acetamide (5.2 g, 11.9 mmol) in DMF (24 mL) is treated with n-Bu4NCl (3.6 g, 13.1 mmol), Pd(OAc)2 (107 mg, 0.48 mmol), and stirred at 100° C. for 1 h. H2O (10 mL) is added, and the mixture is cooled to rt and filtered through a pad of silica gel. The filtrate is extracted with EtOAc/heptane (3×50 mL) (1:1). The combined organic layer is dried (Na2SO4), filtered and concentrated in vacuo. The residue is purified ... Starting materials: C1(=CC=CC=C1)C(C=1C=CC(=NC1)C(=O)O)(C1=CC=CC=C1)C1=CC=CC=C1 (5-(triphenylmethyl)-picolinic acid), N(CCO)CCO (diethanolamine). Run in C(C)O (ethanol). Yields the product N(CCO)CCO.C1(=CC=CC=C1)C(C=1C=CC(=NC1)C(=O)O)(C1=CC=CC=C1)C1=CC=CC=C1 (5-(Triphenylmethyl)-Picolinic Acid Diethanolamine Salt). RXN SMILES: [C:1]1([C:7]([C:23]2[CH:28]=[CH:27][CH:26]=[CH:25][CH:24]=2)([C:17]2[CH:22]=[CH:21][CH:20]=[CH:19][CH:18]=2)[C:8]2[CH:9]=[CH:10][C:11]([C:14]([OH:16])=[O:15])=[N:12][CH:13]=2)[CH:6]=[CH:5][CH:4]=[CH:3][CH:2]=1.[NH:29]([CH2:33][CH2:34][OH:35])[CH2:30][CH2:31][OH:32]>C(O)C>[NH:29]([CH2:33][CH2:34][OH:35])[CH2:30][CH2:31][OH:32].[C:23]1([C:7]([C:1]2[CH:2]=[CH:3][CH:4]=[CH:5][CH:6]=2)([C:17]2[CH:18]=[CH:19][CH:20]=[CH:21][CH:22]=2)[C:8]2[CH:9]=[CH:10][C:11]([C:14]([OH:16])=[O:15])=[N:12][CH:13]=2)[CH:24]=[CH:25][CH:26]=[CH:27][CH:28]=1 |f:3.4|. Procedure: Combine 5.5 g of 5-(triphenylmethyl)-picolinic acid and 1.6 g. of diethanolamine in 200 ml. of ethanol and heat to form a solution, then cool to precipitate the salt. Recrystallize from ethanol to give the title compound, m.p. 206°-209°. Starting materials: hydroxypropyl cellulose, C(CCCCCCC\C=C/CCCCCCCC)(=O)O (oleic acid). Run in C(C)O (ethanol). Conditions: temperature 37 celsius, time 24 hour. The product is C(C)O.C(CCCCCCC\C=C/CCCCCCCC)(=O)O (ethanol oleic acid). RXN SMILES: [C:1]([OH:20])(=[O:19])[CH2:2][CH2:3][CH2:4][CH2:5][CH2:6][CH2:7][CH2:8]/[CH:9]=[CH:10]\[CH2:11][CH2:12][CH2:13][CH2:14][CH2:15][CH2:16][CH2:17][CH3:18]>C(O)C>[CH2:1]([OH:19])[CH3:2].[C:1]([OH:20])(=[O:19])[CH2:2][CH2:3][CH2:4][CH2:5][CH2:6][CH2:7][CH2:8]/[CH:9]=[CH:10]\[CH2:11][CH2:12][CH2:13][CH2:14][CH2:15][CH2:16][CH2:17][CH3:18] |f:2.3|. Procedure: Three hundred mg of hydroxypropyl cellulose was dispersed in 7.7 mL of ethanol and heated with occasional stirring to 37° C. for 24 hours, then cooled to room temperature. The resultant gel was mixed with 1 mL of oleic acid via syringe-to-syringe transfer 30 times through a connecting Luer mixing adapter to produce a bulk ethanol/oleic acid gel. A solution or suspension of the cytotoxic drug in ethanol was prepared by combining the appropriate weight of drug (see Table 1) with 1 mL of ethanol an... Product: CC(C)(CC(=O)O)NCc1ccccc1. Reactants: NCc1ccccc1, CC(C)=O, CC(C)=CC(=O)O, c1ccncc1. Reaction SMILES: [CH2:8]([c:9]1[cH:10][cH:11][cH:12][cH:13][cH:14]1)[NH2:15].[CH3:16][C:17](=[O:18])[CH3:19].[CH3:1][C:2](=[CH:3][C:4](=[O:5])[OH:6])[CH3:7].[cH:20]1[cH:21][cH:22][n:23][cH:24][cH:25]1>>[CH3:1][C:2]([CH2:3][C:4](=[O:5])[OH:6])([CH3:7])[NH:15][CH2:8][c:9]1[cH:10][cH:11][cH:12][cH:13][cH:14]1. Reactants: OC1=NOC(=C1)C1=CC=C(C=C1)OC (3-Hydroxy-5-(4-methoxyphenyl)isoxazole), [Cl-].[Al+3].[Cl-].[Cl-] (aluminum chloride), Cl (hydrochloric acid). Run in ClCCl (dichloromethane). Product: OC1=NOC(=C1)C1=CC=C(C=C1)O (3-Hydroxy-5-(4-hydroxyphenyl)isoxazole). Yield: 82.0%. RXN SMILES: [OH:1][C:2]1[CH:6]=[C:5]([C:7]2[CH:12]=[CH:11][C:10]([O:13]C)=[CH:9][CH:8]=2)[O:4][N:3]=1.[Cl-].[Al+3].[Cl-].[Cl-].Cl>ClCCl>[OH:1][C:2]1[CH:6]=[C:5]([C:7]2[CH:12]=[CH:11][C:10]([OH:13])=[CH:9][CH:8]=2)[O:4][N:3]=1 |f:1.2.3.4|. Procedure details: 3-Hydroxy-5-(4-methoxyphenyl)isoxazole (5.0 g) was suspended in dichloromethane (50 ml), and aluminum chloride (7.0 g) was added thereto, followed by reflux of the resulting mixture for 66 hours. At the end of this time, the reaction mixture was poured into ice-cold water, and 6N hydrochloric acid was added thereto, followed by extraction with ethyl acetate. After the extract was washed with a saturated aqueous NaCl solution, the organic layer was dried over anhydrous magnesium sulfate. After fi...